From a dataset of the Open Reaction Database (ORD), a public repository of structured organic reaction records. describe an organic reaction: reactants, conditions, products, and yield Reactants: C1COCCO1, CCN(C(C)C)C(C)C, ClCCl, Cl, O=C1CCC(=O)O1, CC(C)(C)OC(=O)CC(Cc1ccc(-c2ccccc2)cc1)NC(=O)OC(C)(C)C. The product is CC(C)(C)OC(=O)CC(Cc1ccc(-c2ccccc2)cc1)NC(=O)CCC(=O)O. RXN SMILES: [CH2:32]1[O:33][CH2:34][CH2:35][O:36][CH2:37]1.[CH:45]([N:46]([CH2:47][CH3:48])[CH:49]([CH3:50])[CH3:51])([CH3:52])[CH3:53].[Cl:54][CH2:55][Cl:56].[ClH:31].[O:38]=[C:39]1[CH2:40][CH2:41][C:42](=[O:43])[O:44]1.[c:1]1(-[c:25]2[cH:26][cH:27][cH:28][cH:29][cH:30]2)[cH:2][cH:3][c:4]([CH2:7][CH:8]([CH2:9][C:10](=[O:11])[O:12][C:13]([CH3:14])([CH3:15])[CH3:16])[NH:17][C:18]([O:19][C:20]([CH3:21])([CH3:22])[CH3:23])=[O:24])[cH:5][cH:6]1>>[c:1]1(-[c:25]2[cH:26][cH:27][cH:28][cH:29][cH:30]2)[cH:2][cH:3][c:4]([CH2:7][CH:8]([CH2:9][C:10](=[O:11])[O:12][C:13]([CH3:14])([CH3:15])[CH3:16])[NH:17][C:42]([CH2:41][CH2:40][C:39](=[O:38])[OH:44])=[O:43])[cH:5][cH:6]1.